Dataset: the Open Reaction Database (ORD), a public repository of structured organic reaction records. Task: describe an organic reaction: reactants, conditions, products, and yield Starting materials: ClC=1C=C2C(C(N(C2=CC1)S(=O)(=O)C1=C(C=C(C=C1)OC)OC(F)(F)F)=O)(C1=C(C=CC(=C1)CC=O)OC)N1[C@H](C(=O)N(C)C)C[C@H](C1)O ((4R)-1-(5-chloro-3-[2-methoxy-5-(2-oxo ethyl)phenyl]-1-{[4-methoxy-2-(trifluoromethoxy)phenyl]sulfonyl}-2-oxo-2,3-dihydro-1H-indol-3-yl)-4-hydroxy-N,N-dimethyl-L-prolinamide), C(C)NCC (diethyl amine). Product: ClC=1C=C2C(C(N(C2=CC1)S(=O)(=O)C1=C(C=C(C=C1)OC)OC(F)(F)F)=O)(C1=C(C=CC(=C1)CCN(CC)CC)OC)N1[C@H](C(=O)N(C)C)C[C@H](C1)O ((4R)-1-(5-chloro-3-{5-[2-(diethylamino)ethyl]-2-methoxyphenyl}-1-{[4-methoxy-2-(trifluoromethoxy)phenyl]sulfonyl}-2-oxo-2,3-dihydro-1H-indol-3-yl)-4-hydroxy-N,N-dimethyl-L-prolinamide). Reaction SMILES: [Cl:1][C:2]1[CH:3]=[C:4]2[C:8](=[CH:9][CH:10]=1)[N:7]([S:11]([C:14]1[CH:19]=[CH:18][C:17]([O:20][CH3:21])=[CH:16][C:15]=1[O:22][C:23]([F:26])([F:25])[F:24])(=[O:13])=[O:12])[C:6](=[O:27])[C:5]2([N:39]1[CH2:48][C@H:47]([OH:49])[CH2:46][C@H:40]1[C:41]([N:43]([CH3:45])[CH3:44])=[O:42])[C:28]1[CH:33]=[C:32]([CH2:34][CH:35]=O)[CH:31]=[CH:30][C:29]=1[O:37][CH3:38].[CH2:50]([NH:52][CH2:53][CH3:54])[CH3:51]>>[Cl:1][C:2]1[CH:3]=[C:4]2[C:8](=[CH:9][CH:10]=1)[N:7]([S:11]([C:14]1[CH:19]=[CH:18][C:17]([O:20][CH3:21])=[CH:16][C:15]=1[O:22][C:23]([F:24])([F:26])[F:25])(=[O:12])=[O:13])[C:6](=[O:27])[C:5]2([N:39]1[CH2:48][C@H:47]([OH:49])[CH2:46][C@H:40]1[C:41]([N:43]([CH3:44])[CH3:45])=[O:42])[C:28]1[CH:33]=[C:32]([CH2:34][CH2:35][N:52]([CH2:53][CH3:54])[CH2:50][CH3:51])[CH:31]=[CH:30][C:29]=1[O:37][CH3:38]. Reported procedure: With 500 mg of the compound obtained in Example 219 and diethyl amine (0.16 ml) as starting materials, 180 mg of the title compound (light yellow amorphous) was obtained by a similar method to Example 220. Reaction SMILES: [CH2:6]1[CH2:7][O:8][CH2:9][CH2:10][NH:11]1.[CH3:12][C:13]#[N:14].[S:1](=[O:2])(=[O:3])([Cl:4])[Cl:5]>>[S:1](=[O:2])(=[O:3])([Cl:5])[N:11]1[CH2:6][CH2:7][O:8][CH2:9][CH2:10]1. Yields the product O=S(=O)(Cl)N1CCOCC1. Reactants: C1COCCN1, CC#N, O=S(=O)(Cl)Cl. The reactants are ClCCN(C1=C(C=CC=C1)OC)CCCl (N,N-Di(2-chloroethyl)-2-methoxyaniline), NC1CC2=CC=C(C=C2CC1)O (2-amino-1,2,3,4-tetrahydro-6-hydroxynaphthalene). Run in C(C)O (ethanol). The product is OC=1C=C2CCC(CC2=CC1)N1CCN(CC1)C1=C(C=CC=C1)OC (1,2,3,4-Tetrahydro-6-hydroxy-2-[4-(2-methoxyphenyl)-1-piperazinyl]-naphthalene). Reaction SMILES: Cl[CH2:2][CH2:3][N:4]([CH2:13][CH2:14]Cl)[C:5]1[CH:10]=[CH:9][CH:8]=[CH:7][C:6]=1[O:11][CH3:12].[NH2:16][CH:17]1[CH2:26][CH2:25][C:24]2[C:19](=[CH:20][CH:21]=[C:22]([OH:27])[CH:23]=2)[CH2:18]1>C(O)C>[OH:27][C:22]1[CH:23]=[C:24]2[C:19](=[CH:20][CH:21]=1)[CH2:18][CH:17]([N:16]1[CH2:14][CH2:13][N:4]([C:5]3[CH:10]=[CH:9][CH:8]=[CH:7][C:6]=3[O:11][CH3:12])[CH2:3][CH2:2]1)[CH2:26][CH2:25]2. Procedure: 2.48 g of N,N-Di(2-chloroethyl)-2-methoxyaniline are dissolved together with 1.63 g of 2-amino-1,2,3,4-tetrahydro-6-hydroxynaphthalene in 100 ml of ethanol and finally refluxed for 20 hours. The solvent is evaporated off and the residue recrystallized from methanol/ether to yield the title compound. M.P. 282°-286° [Hydrochloride salt form]. Starting materials: CCc1c(C)nc2n(Cc3ccc(C(=O)c4ccc(C(=O)O)cc4)cc3)ccn2c1=O, CCOC(C)=O, CN(C)C=O, c1ccc(N2CCNCC2)cc1. Product: CCc1c(C)nc2n(Cc3ccc(C(=O)c4ccc(C(=O)N5CCN(c6ccccc6)CC5)cc4)cc3)ccn2c1=O. As a reaction SMILES: [C:1](=[O:2])([OH:3])[c:4]1[cH:5][cH:6][c:7]([C:8](=[O:9])[c:10]2[cH:11][cH:12][c:13]([CH2:14][n:15]3[cH:16][cH:17][n:18]4[c:19]3[n:20][c:21]([CH3:27])[c:22]([CH2:25][CH3:26])[c:23]4=[O:24])[cH:28][cH:29]2)[cH:30][cH:31]1.[CH3:49][CH2:50][O:51][C:52](=[O:53])[CH3:54].[O:44]=[CH:45][N:46]([CH3:47])[CH3:48].[c:32]1([N:38]2[CH2:39][CH2:40][NH:41][CH2:42][CH2:43]2)[cH:33][cH:34][cH:35][cH:36][cH:37]1>>[C:1](=[O:2])([c:4]1[cH:5][cH:6][c:7]([C:8](=[O:9])[c:10]2[cH:11][cH:12][c:13]([CH2:14][n:15]3[cH:16][cH:17][n:18]4[c:19]3[n:20][c:21]([CH3:27])[c:22]([CH2:25][CH3:26])[c:23]4=[O:24])[cH:28][cH:29]2)[cH:30][cH:31]1)[N:41]1[CH2:40][CH2:39][N:38]([c:32]2[cH:33][cH:34][cH:35][cH:36][cH:37]2)[CH2:43][CH2:42]1. The reactants are C(CCCCC)O (1-hexanol), Nylon 6, C(CO)(=O)O (glycolic acid), carboxylic acid, CO (methanol). Procedure details: Nylon 6 (0.1 g), glycolic acid as a carboxylic acid (0.380 g) and methanol (3.0 g) were added to a 10 mL volume reactor equipped with a tube (outer diameter: ⅜ inches, inner diameter: 7.53 mm, length: 23 cm), nitrogen substitution was conducted at room temperature, and the reactor was sealed. The reactor was put into an electric furnace heated to 300° C. (pressure: 16.1 MPa), and the change over time was measured. In the measurement, the obtained reaction mixture and 1-hexanol as an internal sta... Run at temperature 300 celsius. Yields the product OCCCCCC(=O)OC (methyl 6-hydroxycaproate). Reaction SMILES: [C:1]([OH:5])(=[O:4])[CH2:2]O.[CH2:6]([OH:12])[CH2:7][CH2:8][CH2:9]CC.[CH3:13]O>>[OH:12][CH2:6][CH2:7][CH2:8][CH2:9][CH2:2][C:1]([O:5][CH3:13])=[O:4].